From a dataset of the Open Reaction Database (ORD), a public repository of structured organic reaction records. describe an organic reaction: reactants, conditions, products, and yield The reactants are CC(=O)OC(C)=O, COC1CCC(CO)CO1, c1ccncc1. The product is COC1CCC(COC(C)=O)CO1. RXN SMILES: [CH3:11][C:12](=[O:13])[O:14][C:15](=[O:16])[CH3:17].[CH3:1][O:2][CH:3]1[O:4][CH2:5][CH:6]([CH2:9][OH:10])[CH2:7][CH2:8]1.[cH:18]1[cH:19][cH:20][n:21][cH:22][cH:23]1>>[CH3:1][O:2][CH:3]1[O:4][CH2:5][CH:6]([CH2:9][O:10][C:12]([CH3:11])=[O:13])[CH2:7][CH2:8]1.